From a dataset of the Open Reaction Database (ORD), a public repository of structured organic reaction records. describe an organic reaction: reactants, conditions, products, and yield Reactants: Cl (hydrochloric acid), [Cl-].[Li+] (Lithium chloride), C(O)([O-])=O.[Na+] (sodium hydrogen carbonate), ClC=1C=C(C=C(C1OC)[N+](=O)[O-])C(=O)N1C2=C(OCC1)C=NC=C2 ((3-chloro-4-methoxy-5-nitro-phenyl)-(2,3-dihydro-pyrido[3,4-b][1,4]oxazin-1-yl)-methanone), [Cl-].[Li+] (lithium chloride), N1CCNCC1 (piperazine). The solvent is CN(C=O)C (N,N-dimethyl formamide). Reaction conditions: time 30 minute. Yields the product ClC=1C=C(C=C(C1O)[N+](=O)[O-])C(=O)N1C2=C(OCC1)C=NC=C2 ((3-chloro-4-hydroxy-5-nitro-phenyl)-(2,3-dihydro-pyrido[3,4-b][1,4]oxazin-1-yl)-methanone). Isolated yield 103.3%. Reaction SMILES: [Cl:1][C:2]1[CH:3]=[C:4]([C:13]([N:15]2[CH2:20][CH2:19][O:18][C:17]3[CH:21]=[N:22][CH:23]=[CH:24][C:16]2=3)=[O:14])[CH:5]=[C:6]([N+:10]([O-:12])=[O:11])[C:7]=1[O:8]C.[Cl-].[Li+].N1CCNCC1.C(=O)([O-])O.[Na+].Cl>CN(C)C=O>[Cl:1][C:2]1[CH:3]=[C:4]([C:13]([N:15]2[CH2:20][CH2:19][O:18][C:17]3[CH:21]=[N:22][CH:23]=[CH:24][C:16]2=3)=[O:14])[CH:5]=[C:6]([N+:10]([O-:12])=[O:11])[C:7]=1[OH:8] |f:1.2,4.5|. Reported procedure: In a 25 ml flask, (3-chloro-4-methoxy-5-nitro-phenyl)-(2,3-dihydro-pyrido[3,4-b][1,4]oxazin-1-yl)-methanone (176 mg, 0.441 mmol), lithium chloride (42.7 mg, 1.006 mmol), piperazine (65 mg, 0.755 mmol) and N,N-dimethyl formamide (5 ml) were added and stirred at 1000 for 30 minutes. Lithium chloride (42.7 mg, 1.006 mmol) was further added thereto and then stirred at 1000 for 2 hours. After neutralizing with saturated solution of sodium hydrogen carbonate to pH 8 to 9, the mixture was adjusted to p... Reactants: CO, CC(C)(C)c1cc([N+](=O)[O-])c(Cl)c([N+](=O)[O-])c1, [H][H]. Yields the product CC(C)(C)c1cc(N)c(Cl)c([N+](=O)[O-])c1. RXN SMILES: [CH3:20][OH:21].[Cl:1][c:2]1[c:3]([N+:15](=[O:16])[O-:17])[cH:4][c:5]([C:11]([CH3:12])([CH3:13])[CH3:14])[cH:6][c:7]1[N+:8]([O-:9])=[O:10].[H:18][H:19]>>[Cl:1][c:2]1[c:3]([N+:15](=[O:16])[O-:17])[cH:4][c:5]([C:11]([CH3:12])([CH3:13])[CH3:14])[cH:6][c:7]1[NH2:8]. Reactants: ice water, C1(=CC=CC=C1)[C@H]1[C@@H]2CN(C[C@@H]2C1)C(CC)=O (1-((1R,5S,6R)-6-Phenyl-3-aza-bicyclo[3.2.0]hept-3-yl)-propan-1-one), [N+](=O)(O)[O-] (nitric acid), S(O)(O)(=O)=O (sulphuric acid). Solvent: [N+](=O)([O-])C (nitromethane), O (water). Conditions: temperature -8 celsius. The product is [N+](=O)([O-])C1=CC=C(C=C1)[C@H]1[C@@H]2CN(C[C@@H]2C1)C(CC)=O (1-[(1R,5S,6R)-6-(4-Nitro-phenyl)-3-aza-bicyclo[3.2.0]hept-3-yl]-propan-1-one). Isolated yield 106.2%. As a reaction SMILES: [C:1]1([C@@H:7]2[CH2:13][C@@H:12]3[C@H:8]2[CH2:9][N:10]([C:14](=[O:17])[CH2:15][CH3:16])[CH2:11]3)[CH:6]=[CH:5][CH:4]=[CH:3][CH:2]=1.[N+:18]([O-])([OH:20])=[O:19].S(=O)(=O)(O)O>[N+](C)([O-])=O.O>[N+:18]([C:4]1[CH:3]=[CH:2][C:1]([C@@H:7]2[CH2:13][C@@H:12]3[C@H:8]2[CH2:9][N:10]([C:14](=[O:17])[CH2:15][CH3:16])[CH2:11]3)=[CH:6][CH:5]=1)([O-:20])=[O:19]. Reported procedure: 1.0 g of 1-((1R,5S,6R)-6-Phenyl-3-aza-bicyclo[3.2.0]hept-3-yl)-propan-1-one (4.36 mmol) were dissolved in 12 ml of nitromethane. At −8° C., a mixture of 0.3 ml of nitric acid (65%, 4.36 mmol) and 4.6 ml of sulphuric acid (95%) in 0.76 ml of water were added dropwise within 45 minutes. Stirring at −8° C. was continued for 30 minutes, before 20 ml of ice water were added and the aqueous phase was extracted twice with diethyl ether, the combined organic layers were dried over magnesium sulfate, fil...